From a dataset of the Open Reaction Database (ORD), a public repository of structured organic reaction records. describe an organic reaction: reactants, conditions, products, and yield The reactants are N[C@H](CC1=CC=C(C=C1)O)C(=O)O (D-Tyr), N[C@@H](CCCNC(N)=N)C(=O)O (Arg), N[C@@H](C(C)C)C(=O)O (Val), NCC(=O)O (Gly), NCC(=O)O (Gly), N[C@@H](CCCNC(N)=N)C(=O)O (Arg), N[C@H](CC1=CC=C(C=C1)OCC)C(=O)O (D-Tyr(Et)), N[C@@H](CC1=CC=CC=C1)C(=O)O (Phe), N([C@@H](CCCNC(N)=N)C(=O)O)C (N-MeArg). The product is N[C@@H](CCCNC(N)=N)C(=O)N (Arg-NH2). As a reaction SMILES: [NH2:1][C@@H](C(O)=O)CC1C=CC(O)=CC=1.N[C@@H](C(O)=O)CC1C=CC(OCC)=CC=1.N[C@H](C(O)=O)CC1C=CC=CC=1.N[C@H](C(O)=O)C(C)C.[NH2:49][C@H:50]([C:58]([OH:60])=O)[CH2:51][CH2:52][CH2:53][NH:54][C:55](=[NH:57])[NH2:56].N(C)[C@H](C(O)=O)CCCNC(=N)N.NCC(O)=O>>[NH2:49][C@H:50]([C:58]([NH2:1])=[O:60])[CH2:51][CH2:52][CH2:53][NH:54][C:55](=[NH:57])[NH2:56]. Procedure: A compound of claim 1 in which A is D-Tyr or D-Tyr(Et); B is Phe; C is Val; m, p and q are each 0 or 1; W is a D or L isomer of Pro, Arg or N-MeArg; X is a D or L isomer of Arg or Gly; Y is Gly; and Z is NHR or a D or L isomer of Arg-NH2, provided that X is not Gly when m is 0, and q is 0 if both m and p are 0.